From a dataset of the Open Reaction Database (ORD), a public repository of structured organic reaction records. describe an organic reaction: reactants, conditions, products, and yield Reactants: ClC1=C(C=O)C=CC(=C1)Cl (2,4-Dichlorobenzaldehyde), CC(C=C)=O (but-3-en-2-one), N1(CCCCC1)S(=O)(=O)C1=CC=C(C=C1)N (p-piperidinylsulfonyl phenylamine). Yields the product ClC1=C(C=CC(=C1)Cl)C=1N(C(=CC1)C)C1=CC=C(C=C1)S(=O)(=O)N1CCCCC1 (1-{4-[2-(2,4-dichloro-phenyl)-5-methyl-pyrrol-1-yl]-benzenesulfonyl}-piperidine). Reaction SMILES: [Cl:1][C:2]1[CH:9]=[C:8]([Cl:10])[CH:7]=[CH:6][C:3]=1[CH:4]=O.[CH3:11][C:12](=O)[CH:13]=[CH2:14].[N:16]1([S:22]([C:25]2[CH:30]=[CH:29][C:28]([NH2:31])=[CH:27][CH:26]=2)(=[O:24])=[O:23])[CH2:21][CH2:20][CH2:19][CH2:18][CH2:17]1>>[Cl:1][C:2]1[CH:9]=[C:8]([Cl:10])[CH:7]=[CH:6][C:3]=1[C:4]1[N:31]([C:28]2[CH:29]=[CH:30][C:25]([S:22]([N:16]3[CH2:21][CH2:20][CH2:19][CH2:18][CH2:17]3)(=[O:24])=[O:23])=[CH:26][CH:27]=2)[C:12]([CH3:11])=[CH:13][CH:14]=1. Procedure: 2,4-Dichlorobenzaldehyde and but-3-en-2-one were treated according to the procedure outlined in General Procedure C followed by subjecting the resulting product to conditions outlined in General Procedure D along with p-piperidinylsulfonyl phenylamine to obtain the titled compound. 1H NMR (CDCl3) δ ppm 1.50 (6H), 2.10 (3H), 2.80 (4H), 6.08 (1H), 6.35 (1H), 7.33-7.90 (7H); MS (ESI) m/z 449/451 (M+H). Reactants: O=C([O-])[O-], CN(C)C=O, CCOC(=O)c1ccc2c(c1)c1c(n2C2CCCCC2)-c2ccc(Cl)cc2NC(=O)C1, O=C(CCl)N1CCCCC1, [K+], [K+], O. Yields the product CCOC(=O)c1ccc2c(c1)c1c(n2C2CCCCC2)-c2ccc(Cl)cc2N(CC(=O)N2CCCCC2)C(=O)C1. As a reaction SMILES: [C:42](=[O:43])([O-:44])[O-:45].[CH3:49][N:50]([CH3:51])[CH:52]=[O:53].[Cl:1][c:2]1[cH:3][cH:4][c:5]2[c:6]([cH:31]1)[NH:7][C:8](=[O:30])[CH2:9][c:10]1[c:11]-2[n:12]([CH:24]2[CH2:25][CH2:26][CH2:27][CH2:28][CH2:29]2)[c:13]2[cH:14][cH:15][c:16]([C:19](=[O:20])[O:21][CH2:22][CH3:23])[cH:17][c:18]12.[Cl:32][CH2:33][C:34](=[O:35])[N:36]1[CH2:37][CH2:38][CH2:39][CH2:40][CH2:41]1.[K+:46].[K+:47].[OH2:48]>>[Cl:1][c:2]1[cH:3][cH:4][c:5]2[c:6]([cH:31]1)[N:7]([CH2:33][C:34](=[O:35])[N:36]1[CH2:37][CH2:38][CH2:39][CH2:40][CH2:41]1)[C:8](=[O:30])[CH2:9][c:10]1[c:11]-2[n:12]([CH:24]2[CH2:25][CH2:26][CH2:27][CH2:28][CH2:29]2)[c:13]2[cH:14][cH:15][c:16]([C:19](=[O:20])[O:21][CH2:22][CH3:23])[cH:17][c:18]12.